From a dataset of the Open Reaction Database (ORD), a public repository of structured organic reaction records. describe an organic reaction: reactants, conditions, products, and yield Reactants: ClC=1C=CC(=C(C(=O)NC2=CC=C(C=C2)S(=O)(=O)F)C1)[N+](=O)[O-] (4-(5-chloro-2-nitro-benzoylamino)-benzenesulfonyl fluoride), N1CCOCC1 (morpholine). The product is N1(CCOCC1)S(=O)(=O)C1=CC=C(C=C1)NC(C1=C(C=CC(=C1)N1CCOCC1)[N+](=O)[O-])=O (N-(4-(Morpholine-4-sulfonyl)-phenyl)-5-(morpholin-4-yl)-2-nitro-benzamide). Reaction SMILES: Cl[C:2]1[CH:3]=[CH:4][C:5]([N+:21]([O-:23])=[O:22])=[C:6]([CH:20]=1)[C:7]([NH:9][C:10]1[CH:15]=[CH:14][C:13]([S:16](F)(=[O:18])=[O:17])=[CH:12][CH:11]=1)=[O:8].[NH:24]1[CH2:29][CH2:28][O:27][CH2:26][CH2:25]1>>[N:24]1([S:16]([C:13]2[CH:14]=[CH:15][C:10]([NH:9][C:7](=[O:8])[C:6]3[CH:20]=[C:2]([N:24]4[CH2:29][CH2:28][O:27][CH2:26][CH2:25]4)[CH:3]=[CH:4][C:5]=3[N+:21]([O-:23])=[O:22])=[CH:11][CH:12]=2)(=[O:18])=[O:17])[CH2:29][CH2:28][O:27][CH2:26][CH2:25]1. Procedure: 20.00 g (0.56 mol) of 4-(5-chloro-2-nitro-benzoylamino)-benzenesulfonyl fluoride in 48.5 g (0.557 mol) of morpholine were heated under reflux for 1 h. Subsequently the mixture was cooled, poured onto ice/hydrochloric acid and filtered with suction. 26.0 g (98%) of the title compound having a melting point of 252° C. were obtained. Starting materials: C(C)(C)(C)C1=CC(=C(C=C1)C=1N(C(C(N1)(C)C1=CC=C(C=C1)Cl)C1=CC=C(C=C1)Cl)C(=O)Cl)OCC (rac-(4S*,5R*)-2-(4-tert-butyl-2-ethoxy-phenyl)-4,5-bis-(4-chloro-phenyl)-4-methyl-4,5-dihydro-imidazole-1-carbonyl chloride), Cl.Cl.N1(CCNCC1)CC(=O)N (2-piperazin-1-yl-acetamide dihydrochloride). The product is C(C)(C)(C)C1=CC(=C(C=C1)C=1N([C@@H]([C@](N1)(C)C1=CC=C(C=C1)Cl)C1=CC=C(C=C1)Cl)C(=O)N1CCN(CC1)CC(=O)N)OCC (rac-2-{4-[(4S*,5R*)-2-(4-tert-Butyl-2-ethoxy-phenyl)-4,5-bis-(4-chloro-phenyl)-4-methyl-4,5-dihydro-imidazole-1-carbonyl]-piperazin-1-yl}-acetamide). As a reaction SMILES: [C:1]([C:5]1[CH:10]=[CH:9][C:8]([C:11]2[N:12]([C:31](Cl)=[O:32])[CH:13]([C:24]3[CH:29]=[CH:28][C:27]([Cl:30])=[CH:26][CH:25]=3)[C:14]([C:17]3[CH:22]=[CH:21][C:20]([Cl:23])=[CH:19][CH:18]=3)([CH3:16])[N:15]=2)=[C:7]([O:34][CH2:35][CH3:36])[CH:6]=1)([CH3:4])([CH3:3])[CH3:2].Cl.Cl.[N:39]1([CH2:45][C:46]([NH2:48])=[O:47])[CH2:44][CH2:43][NH:42][CH2:41][CH2:40]1>>[C:1]([C:5]1[CH:10]=[CH:9][C:8]([C:11]2[N:12]([C:31]([N:42]3[CH2:43][CH2:44][N:39]([CH2:45][C:46]([NH2:48])=[O:47])[CH2:40][CH2:41]3)=[O:32])[C@H:13]([C:24]3[CH:29]=[CH:28][C:27]([Cl:30])=[CH:26][CH:25]=3)[C@@:14]([C:17]3[CH:22]=[CH:21][C:20]([Cl:23])=[CH:19][CH:18]=3)([CH3:16])[N:15]=2)=[C:7]([O:34][CH2:35][CH3:36])[CH:6]=1)([CH3:2])([CH3:3])[CH3:4] |f:1.2.3|. Procedure: In a manner analogous to the method described in example 5, rac-(4S*,5R*)-2-(4-tert-butyl-2-ethoxy-phenyl)-4,5-bis-(4-chloro-phenyl)-4-methyl-4,5-dihydro-imidazole-1-carbonyl chloride was reacted with 2-piperazin-1-yl-acetamide dihydrochloride (Matrix Scientific) to give the title compound. LC-MS: 650.3 [(M+H)+] The reactants are OC1(c2ccncc2)Cc2ccccc2Oc2ccc(Br)cc21, O=C(O)C(F)(F)F. Yields the product Brc1ccc2c(c1)C(c1ccncc1)=Cc1ccccc1O2. Reaction SMILES: [Br:1][c:2]1[cH:3][cH:4][c:5]2[c:6]([cH:23]1)[C:7]([OH:16])([c:17]1[cH:18][cH:19][n:20][cH:21][cH:22]1)[CH2:8][c:9]1[c:10]([cH:12][cH:13][cH:14][cH:15]1)[O:11]2.[OH:24][C:25]([C:26]([F:27])([F:28])[F:29])=[O:30]>>[Br:1][c:2]1[cH:3][cH:4][c:5]2[c:6]([cH:23]1)[C:7]([c:17]1[cH:18][cH:19][n:20][cH:21][cH:22]1)=[CH:8][c:9]1[c:10]([cH:12][cH:13][cH:14][cH:15]1)[O:11]2.